This data is from the Open Reaction Database (ORD), a public repository of structured organic reaction records. The task is: describe an organic reaction: reactants, conditions, products, and yield The reactants are C(C)(=O)Cl (Acetyl chloride), ice, ClC1=CC2=C(N3C(=NN=C3CNC2)C2CCN(CC2)C2=NC=CC=C2)C=C1 (8-Chloro-1-(3,4,5,6-tetrahydro-2H-[1,2′]bipyridinyl-4-yl)-5,6-dihydro-4H-2,3,5,10b-tetraaza-benzo[e]azulene). The solvent is ClCCl (dichloromethane). Run at time 20 hour. Product: Cl.Cl.ClC1=CC2=C(N3C(=NN=C3CN(C2)C(C)=O)C2CCN(CC2)C2=NC=CC=C2)C=C1 (1-[8-Chloro-1-(3,4,5,6-tetrahydro-2H-[1,2′]bipyridinyl-4-yl)-4H,6H-2,3,5,10b-tetraaza-benzo[e]azulen-5-yl]-ethanone dihydrochloride). The yield is 83.7%. Reaction SMILES: [C:1]([Cl:4])(=[O:3])[CH3:2].[Cl:5][C:6]1[CH:31]=[CH:30][C:9]2[N:10]3[C:14]([CH2:15][NH:16][CH2:17][C:8]=2[CH:7]=1)=[N:13][N:12]=[C:11]3[CH:18]1[CH2:23][CH2:22][N:21]([C:24]2[CH:29]=[CH:28][CH:27]=[CH:26][N:25]=2)[CH2:20][CH2:19]1>ClCCl>[ClH:4].[ClH:5].[Cl:5][C:6]1[CH:31]=[CH:30][C:9]2[N:10]3[C:14]([CH2:15][N:16]([C:1](=[O:3])[CH3:2])[CH2:17][C:8]=2[CH:7]=1)=[N:13][N:12]=[C:11]3[CH:18]1[CH2:19][CH2:20][N:21]([C:24]2[CH:29]=[CH:28][CH:27]=[CH:26][N:25]=2)[CH2:22][CH2:23]1 |f:3.4.5|. Procedure details: Acetyl chloride (0.1 ml, 1.4 mmol) was added to an ice cooled solution of the amine of example 4 (200 mg, 0.53 mmol) in dichloromethane (5 ml) and stirred at room temperature for 20 hours. Dichloromethane was evaporated off under reduced pressure and the residue purified by chromatography on silica gel using methanol in dichloromethane (5:95) as eluant. The residue was dissolved in dichloromethane (2 ml) and hydrochloric acid (1M in diethyl ether, 2 ml) was added, and the solvents evaporated und... Starting materials: COC1=C(OCC(CO)O)C=CC=C1 (3-(2-methoxy-phenoxy)-propane-1,2-diol), C1(=CC=C(C=C1)S(=O)(=O)Cl)C (p-toluensulphonylchloride). The solvent is N1=CC=CC=C1 (pyridine), C1=CC=CC=C1 (benzene). Reaction conditions: time 8 hour. Yields the product C1(=CC=C(C=C1)S(=O)(=O)OCC(COC1=C(C=CC=C1)OC)O)C (3-(2-methoxy-phenoxy)-2-hydroxy-1-propyl p-toluensulphonate). The yield is 60.1%. As a reaction SMILES: [CH3:1][O:2][C:3]1[CH:14]=[CH:13][CH:12]=[CH:11][C:4]=1[O:5][CH2:6][CH:7]([OH:10])[CH2:8][OH:9].[C:15]1([CH3:25])[CH:20]=[CH:19][C:18]([S:21](Cl)(=[O:23])=[O:22])=[CH:17][CH:16]=1>N1C=CC=CC=1.C1C=CC=CC=1>[C:15]1([CH3:25])[CH:20]=[CH:19][C:18]([S:21]([O:9][CH2:8][CH:7]([OH:10])[CH2:6][O:5][C:4]2[CH:11]=[CH:12][CH:13]=[CH:14][C:3]=2[O:2][CH3:1])(=[O:23])=[O:22])=[CH:17][CH:16]=1. Procedure details: A solution of 3-(2-methoxy-phenoxy)-propane-1,2-diol (4.7 g) in pyridine, cooled at 5°-10° C., is treated under stirring with a solution of p-toluensulphonylchloride (4.5 g) in benzene (70 ml). The reaction mixture is stirred overnight at room temperature, then it is washed with 2N HCl (3×100 ml) and with water, dried on Na2SO4 and evaporated to dryness in vacuum. The oily residue is purified by column chromatography (silica gel 230-400 mesh hexane/AcOEt=3/1) to yield 5 g of 3-(2-methoxy-phenoxy...